describe an organic reaction: reactants, conditions, products, and yield From a dataset of the Open Reaction Database (ORD), a public repository of structured organic reaction records. Starting materials: O1CCCC1 (tetrahydrofuran), II (iodine), [I-] (iodide), olefin, NaAlH2 (OCH2CH2OCH3)2, olefin, CCCCCCCCCCCCCCCCC=CCCCCCCCCCCCCCCCC (17-tetratriacontene), [I-] (iodide). Solvent: C1=CC=CC=C1 (benzene). Reaction conditions: time 2 hour. The product is C(CCCCCCCCCCCCCCCCCCCCCCCCCCCCCCCCC)I (Tetratriacontanyl Iodide). Reaction SMILES: O1CCCC1.[CH3:6][CH2:7][CH2:8][CH2:9][CH2:10][CH2:11][CH2:12][CH2:13][CH2:14][CH2:15][CH2:16][CH2:17][CH2:18][CH2:19][CH2:20][CH2:21][CH:22]=[CH:23][CH2:24][CH2:25][CH2:26][CH2:27][CH2:28][CH2:29][CH2:30][CH2:31][CH2:32][CH2:33][CH2:34][CH2:35][CH2:36][CH2:37][CH2:38][CH3:39].[I:40]I.[I-]>C1C=CC=CC=1>[CH2:6]([I:40])[CH2:7][CH2:8][CH2:9][CH2:10][CH2:11][CH2:12][CH2:13][CH2:14][CH2:15][CH2:16][CH2:17][CH2:18][CH2:19][CH2:20][CH2:21][CH2:22][CH2:23][CH2:24][CH2:25][CH2:26][CH2:27][CH2:28][CH2:29][CH2:30][CH2:31][CH2:32][CH2:33][CH2:34][CH2:35][CH2:36][CH2:37][CH2:38][CH3:39]. Procedure details: To a solution of 44.8 g. (0.15 mole) of Cp2ZrCl2 in 800 ml. tetrahydrofuran under Argon was added 24.7 g. (0.086 mole) of NaAlH2 (OCH2CH2OCH3)2 in benzene via syringe. After stirring 2 hours at room temperature, 36.8 g. (0.077 mole) of the olefin, 17-tetratriacontene, was added and the mixture kept at 40° C. for 7 days. After cooling in an ice bath, solid iodine (34.0 g., 0.134 mole) was added. The mixture was filtered and the solvent removed in vacuum. NMR analysis indicated an olefin:iodide ra... RXN SMILES: [Cl:1][C:2]1[C:7]2[C:8](=[O:18])[N:9]([CH3:17])[CH2:10][C:11]3[N:12]([CH:13]=[N:14][C:15]=3I)[C:6]=2[CH:5]=[CH:4][CH:3]=1.[CH3:19][CH:20]([CH3:23])[C:21]#[CH:22]>C(NCC)C.C(Cl)CCl.Cl[Pd](Cl)([P](C1C=CC=CC=1)(C1C=CC=CC=1)C1C=CC=CC=1)[P](C1C=CC=CC=1)(C1C=CC=CC=1)C1C=CC=CC=1.[Cu]I>[Cl:1][C:2]1[C:7]2[C:8](=[O:18])[N:9]([CH3:17])[CH2:10][C:11]3[N:12]([CH:13]=[N:14][C:15]=3[C:22]#[C:21][CH:20]([CH3:23])[CH3:19])[C:6]=2[CH:5]=[CH:4][CH:3]=1 |^1:35,54|. Procedure details: 3.73 g (10 mmol) of 7-chloro-4,5-dihydro-3-iodo-5-methyl-6H-imidazo[1,5-a][1,4]benzodiazepin-6-one was heated to 100° in a pressure tube for 20 hours with 0.87 g of 3-methyl-1-butyne, 70 mg of bis-(triphenylphosphine)-palladium(II) dichloride and 19 mg of copper(I) iodide in 20 ml of diethylamine and 10 ml of ethylene chloride. By evaporation of the reaction mixture and chromatography of the residue on silica gel while eluting with ethyl acetate there was obtained a mixture of product and starti... Solvent: C(C)NCC (diethylamine), C(CCl)Cl (ethylene chloride). Reactants: ClC1=CC=CC2=C1C(N(CC=1N2C=NC1I)C)=O (7-chloro-4,5-dihydro-3-iodo-5-methyl-6H-imidazo[1,5-a][1,4]benzodiazepin-6-one), CC(C#C)C (3-methyl-1-butyne). Product: ClC1=CC=CC2=C1C(N(CC=1N2C=NC1C#CC(C)C)C)=O (7-chloro-4,5-dihydro-5-methyl-3-(3-methyl-1-butynyl)-6H-imidazo[1,5-a][1,4]benzodiazepin-6-one). The reagents and catalysts are Cl[Pd]([P](C1=CC=CC=C1)(C2=CC=CC=C2)C3=CC=CC=C3)([P](C4=CC=CC=C4)(C5=CC=CC=C5)C6=CC=CC=C6)Cl (bis-(triphenylphosphine)-palladium(II) dichloride), [Cu]I (copper(I) iodide). The reactants are CO, O=C1c2ccccc2C(=O)C1[N+](=O)[O-], O. The product is COC1(C[N+](=O)[O-])OC(=O)c2ccccc21. RXN SMILES: [CH3:15][OH:16].[N+:1](=[O:2])([O-:3])[CH:4]1[C:5](=[O:14])[c:6]2[cH:7][cH:8][cH:9][cH:10][c:11]2[C:12]1=[O:13].[OH2:17]>>[N+:1](=[O:2])([O-:3])[CH2:4][C:12]1([O:16][CH3:15])[c:11]2[c:6]([cH:7][cH:8][cH:9][cH:10]2)[C:5](=[O:14])[O:13]1. The reactants are CCOC(=O)CO, O=C([O-])[O-], Cc1cc(C)nc(S(C)(=O)=O)n1, CN(C)C=O, [K+], [K+], O. Product: CCOC(=O)COc1nc(C)cc(C)n1. As a reaction SMILES: [C:13]([CH2:14][OH:15])(=[O:16])[O:17][CH2:18][CH3:19].[C:25](=[O:26])([O-:27])[O-:28].[CH3:1][c:2]1[n:3][c:4]([S:9]([CH3:10])(=[O:11])=[O:12])[n:5][c:6]([CH3:8])[cH:7]1.[CH3:20][N:21]([CH3:22])[CH:23]=[O:24].[K+:29].[K+:30].[OH2:31]>>[CH3:1][c:2]1[n:3][c:4]([O:15][CH2:14][C:13](=[O:16])[O:17][CH2:18][CH3:19])[n:5][c:6]([CH3:8])[cH:7]1.